This data is from the Open Reaction Database (ORD), a public repository of structured organic reaction records. The task is: describe an organic reaction: reactants, conditions, products, and yield Reactants: CC(=O)Oc1ccc(OCc2ccccc2)c(NS(C)(=O)=O)c1, CO, Cl, [KH]. Yields the product CS(=O)(=O)Nc1cc(O)ccc1OCc1ccccc1. As a reaction SMILES: [CH2:1]([c:2]1[cH:3][cH:4][cH:5][cH:6][cH:7]1)[O:8][c:9]1[c:10]([NH:19][S:20](=[O:21])(=[O:22])[CH3:23])[cH:11][c:12]([O:15][C:16](=[O:17])[CH3:18])[cH:13][cH:14]1.[CH3:26][OH:27].[ClH:25].[KH:24]>>[CH2:1]([c:2]1[cH:3][cH:4][cH:5][cH:6][cH:7]1)[O:8][c:9]1[c:10]([NH:19][S:20](=[O:21])(=[O:22])[CH3:23])[cH:11][c:12]([OH:15])[cH:13][cH:14]1. Starting materials: ClC1=CC=C2C(=C1)NC(C21C(NC(CC1C1=CC(=CC=C1)Cl)=O)C1=C(C=CC(=C1)F)C)=O (racemic (2′R,3R,4′S)-6-chloro-4′-(3-chlorophenyl)-2′-(5-fluoro-2-methylphenyl)spiro[3H-indole-3,3′-piperidine]-2,6′(1H)-dione), COC1=CC=C(C=C1)P1(SP(S1)(C1=CC=C(C=C1)OC)=S)=S (2,4-bis-(4-methoxyphenyl)-1,3-dithia-2,4-diphosphetane 2,4-disulfide). The solvent is C1(=CC=CC=C1)C (toluene). Yields the product ClC1=CC=C2C(=C1)NC(C21C(NC(CC1C1=CC(=CC=C1)Cl)=S)C1=C(C=CC(=C1)F)C)=O (racemic (2′R,3R,4′S)-6-chloro-4′-(3-chlorophenyl)-2′-(5-fluoro-2-methylphenyl)-6′-thioxospiro[3H-indole-3,3′-piperidine]-2(1H)-one). Yield: 93.2%. RXN SMILES: [Cl:1][C:2]1[CH:7]=[C:6]2[NH:8][C:9](=[O:32])[C:10]3([CH:15]([C:16]4[CH:21]=[CH:20][CH:19]=[C:18]([Cl:22])[CH:17]=4)[CH2:14][C:13](=O)[NH:12][CH:11]3[C:24]3[CH:29]=[C:28]([F:30])[CH:27]=[CH:26][C:25]=3[CH3:31])[C:5]2=[CH:4][CH:3]=1.COC1C=CC(P2(=S)SP(=S)(C3C=CC(OC)=CC=3)[S:42]2)=CC=1>C1(C)C=CC=CC=1>[Cl:1][C:2]1[CH:7]=[C:6]2[NH:8][C:9](=[O:32])[C:10]3([CH:15]([C:16]4[CH:21]=[CH:20][CH:19]=[C:18]([Cl:22])[CH:17]=4)[CH2:14][C:13](=[S:42])[NH:12][CH:11]3[C:24]3[CH:29]=[C:28]([F:30])[CH:27]=[CH:26][C:25]=3[CH3:31])[C:5]2=[CH:4][CH:3]=1. Procedure details: In a manner similar to the method described in example 30, racemic (2′R,3R,4′S)-6-chloro-4′-(3-chlorophenyl)-2′-(5-fluoro-2-methylphenyl)spiro[3H-indole-3,3′-piperidine]-2,6′(1H)-dione (0.1 g, 0.21 mmol) prepared in example 36b was reacted with 2,4-bis-(4-methoxyphenyl)-1,3-dithia-2,4-diphosphetane 2,4-disulfide (0.2 g, 0.49 mmol) in toluene to give racemic (2′R,3R,4′S)-6-chloro-4′-(3-chlorophenyl)-2′-(5-fluoro-2-methylphenyl)-6′-thioxospiro[3H-indole-3,3′-piperidine]-2(1H)-one as a white solid ...